Dataset: the Open Reaction Database (ORD), a public repository of structured organic reaction records. Task: describe an organic reaction: reactants, conditions, products, and yield The reactants are CS(=O)(=O)O (Methanesulfonic acid), N=1C(=CN2C1C=CC=C2)COC2=CC=C(C=C2)C2=C(OC(C2=O)(C)C)C2=CC=C(C#N)C=C2 (4-(3-(4-(imidazo[1,2-a]pyridin-2-ylmethoxy)phenyl)-5,5-dimethyl-4-oxo-4,5-dihydrofuran-2-yl)benzonitrile). Solvent: C(Cl)Cl (DCM), C(C)OCC (diethyl ether). Run at time 4 hour. Yields the product CS(=O)(=O)O.N=1C(=CN2C1C=CC=C2)COC2=CC=C(C=C2)C2=C(OC(C2=O)(C)C)C2=CC=C(C#N)C=C2 (4-(3-(4-(imidazo[1,2-a]pyridin-2-ylmethoxy)phenyl)-5,5-dimethyl-4-oxo-4,5-dihydrofuran-2-yl)benzonitrile methanesulfonate). Yield: 64.7%. RXN SMILES: [CH3:1][S:2]([OH:5])(=[O:4])=[O:3].[N:6]1[C:7]([CH2:15][O:16][C:17]2[CH:22]=[CH:21][C:20]([C:23]3[C:27](=[O:28])[C:26]([CH3:30])([CH3:29])[O:25][C:24]=3[C:31]3[CH:38]=[CH:37][C:34]([C:35]#[N:36])=[CH:33][CH:32]=3)=[CH:19][CH:18]=2)=[CH:8][N:9]2[CH:14]=[CH:13][CH:12]=[CH:11][C:10]=12>C(Cl)Cl.C(OCC)C>[CH3:1][S:2]([OH:5])(=[O:4])=[O:3].[N:6]1[C:7]([CH2:15][O:16][C:17]2[CH:18]=[CH:19][C:20]([C:23]3[C:27](=[O:28])[C:26]([CH3:30])([CH3:29])[O:25][C:24]=3[C:31]3[CH:32]=[CH:33][C:34]([C:35]#[N:36])=[CH:37][CH:38]=3)=[CH:21][CH:22]=2)=[CH:8][N:9]2[CH:14]=[CH:13][CH:12]=[CH:11][C:10]=12 |f:4.5|. Procedure: Methanesulfonic acid (309 mg, 3.2 mmol) was added to a solution of compound 4-(3-(4-(imidazo[1,2-a]pyridin-2-ylmethoxy)phenyl)-5,5-dimethyl-4-oxo-4,5-dihydrofuran-2-yl)benzonitrile (1.4 g, 3.2 mmol) in DCM (5 ml) and diethyl ether (30 mL) at RT under an atmosphere of nitrogen. The reaction mixture was stirred at RT for 4 h upon which it was filtered and the solids were washed with 20% DCM in diethyl ether and dried in vacuo to afford 4-(3-(4-(imidazo[1,2-a]pyridin-2-ylmethoxy)phenyl)-5,5-dimethy... Starting materials: [OH-].[Na+] (sodium hydroxide), COC(=O)C=1OC(=CC1)CC(C)C(=O)OC(C)(C)C (5-(2-tert-butoxycarbonylpropyl)-furan-2-carboxylic acid methyl ester), Cl (hydrochloric acid). The solvent is CO (methanol), O1CCCC1 (tetrahydrofuran). Reaction conditions: time 8 hour. Product: C(C)(C)(C)OC(=O)C(CC1=CC=C(O1)C(=O)O)C (5-(2-tert-butoxycarbonylpropyl)-furan-2-carboxylic acid). The yield is 102.5%. As a reaction SMILES: C[O:2][C:3]([C:5]1[O:6][C:7]([CH2:10][CH:11]([C:13]([O:15][C:16]([CH3:19])([CH3:18])[CH3:17])=[O:14])[CH3:12])=[CH:8][CH:9]=1)=[O:4].[OH-].[Na+].Cl>O1CCCC1.CO>[C:16]([O:15][C:13]([CH:11]([CH3:12])[CH2:10][C:7]1[O:6][C:5]([C:3]([OH:4])=[O:2])=[CH:9][CH:8]=1)=[O:14])([CH3:19])([CH3:17])[CH3:18] |f:1.2|. Procedure: 5-(2-tert-Butoxycarbonylpropyl)furan-2-carboxylic acid methyl ester (1.0 g, 3.76 mmol) obtained in step 1 was dissolved in tetrahydrofuran (4.5 mL) and methanol (3 mL), 1N aqueous sodium hydroxide solution (4.5 mL) was added, and the mixture was stirred overnight. The mixture was neutralized with 1N hydrochloric acid, extracted with ethyl acetate, and washed successively with water and saturated brine. After drying over anhydrous magnesium sulfate, the drying agent was filtered off, and the solv... Starting materials: BrC1=NC=CC=C1O (2-bromo-3-hydroxypyridine), C1(=CC=CC=C1)B(O)O (phenylboronic acid), tetrakistriphenylphosphine palladium (0). Run in C1=CC=CC=C1 (benzene), C([O-])([O-])=O.[Na+].[Na+] (sodium carbonate). The product is C1(=CC=CC=C1)C1=NC=CC=C1O (2-phenyl-3-hydroxypyridine). The yield is 42.3%. Reaction SMILES: Br[C:2]1[C:7]([OH:8])=[CH:6][CH:5]=[CH:4][N:3]=1.[C:9]1(B(O)O)[CH:14]=[CH:13][CH:12]=[CH:11][CH:10]=1>C1C=CC=CC=1.C(=O)([O-])[O-].[Na+].[Na+]>[C:9]1([C:2]2[C:7]([OH:8])=[CH:6][CH:5]=[CH:4][N:3]=2)[CH:14]=[CH:13][CH:12]=[CH:11][CH:10]=1 |f:3.4.5|. Reported procedure: To a 1 liter round bottom flask equipped with a nitrogen inlet and a condenser was introduced 25 gm. (143.68 mmol) 2-bromo-3-hydroxypyridine, 19.27 gm. (156 mmol) phenylboronic acid, 5 gm (4.31 mmol) tetrakistriphenylphosphine palladium (0). The contents were dissolved in 300 ml of benzene and 100 ml of 2M aqueous sodium carbonate solution. The reaction mixture was heated under reflux for a period of 18 hours. The mixture was allowed to cool to room temperature and extracted with ethyl acetate (... The reactants are C(CCC)[Li] (butyllithium), C(#C)C=1N=CN2C1CN(C(C1=C2C=CC(=C1)F)=O)C (3-ethynyl-8-fluoro-4,5-dihydro-5-methyl-6H-imidazo[1,5-a][1,4]benzodiazepin-6-one), CN(P(N(C)C)(N(C)C)=O)C (hexamethylphosphoric acid triamide), CC(=O)C1CC1 (cyclopropyl methyl ketone). Run in CCCCCC (hexane), O1CCCC1 (tetrahydrofuran), O (water). Run at time 2 hour. Yields the product FC=1C=CC2=C(CN(CC=3N2C(NC3C#CC(C)(O)C3CC3)=O)C)C1 (8-fluoro-3-(3-cyclopropyl-3-hydroxy-1-butynyl)-4,5-dihydro-5-methyl-6H-imidazo[1,5-a][1,4]benzodiazepine-one). As a reaction SMILES: [C:1]([C:3]1[N:4]=[CH:5][N:6]2[C:12]3[CH:13]=[CH:14][C:15]([F:17])=[CH:16][C:11]=3[C:10](=O)[N:9]([CH3:19])[CH2:8][C:7]=12)#[CH:2].C([Li])CCC.CN(C)P(=[O:34])(N(C)C)N(C)C.[CH3:36][C:37]([CH:39]1[CH2:41][CH2:40]1)=[O:38]>O1CCCC1.CCCCCC.O>[F:17][C:15]1[CH:14]=[CH:13][C:12]2[N:6]3[C:5](=[O:34])[NH:4][C:3]([C:1]#[C:2][C:37]([CH:39]4[CH2:41][CH2:40]4)([OH:38])[CH3:36])=[C:7]3[CH2:8][N:9]([CH3:19])[CH2:10][C:11]=2[CH:16]=1. Procedure: 2.55 g (10 mmol) of 3-ethynyl-8-fluoro-4,5-dihydro-5-methyl-6H-imidazo[1,5-a][1,4]benzodiazepin-6-one was suspended in 20 ml of tetrahydrofuran and treated dropwise within 30 minutes at -5° with 13 ml (20 mmol) of 1.6M butyllithium in hexane. After stirring in an ice-bath for 2 hours the mixture was cooled to -70° and 3.4 ml of hexamethylphosphoric acid triamide and 1.68 g (20 mmol) of cyclopropyl methyl ketone were added thereto in succession. The mixture was left to come to room temperature wi... Product: S1C2=C(C=C1C=1OC(=C(N1)COC1=CC=C(C=C1)CCCN1C=NC=C1)C)C=CC=C2 (2-(2-benzo[b]thienyl)-4-[4-[3-(1-imidazolyl)propyl]phenoxymethyl]-5-methyloxazole). Yield: 38.0%. Reactants: OC1=CC=C(C=C1)CCCN1C=NC=C1 (1-[3-(4-hydroxyphenyl)propyl]imidazole), S1C2=C(C=C1C=1OC(=C(N1)CCl)C)C=CC=C2 (2-(2-benzo[b]thienyl)-4-chloromethyl-5-methyloxazole). Reported procedure: In substantially the same manner as in Working Example 37, 1-[3-(4-hydroxyphenyl)propyl]imidazole was allowed to react with 2-(2-benzo[b]thienyl)-4-chloromethyl-5-methyloxazole to give 2-(2-benzo[b]thienyl)-4-[4-[3-(1-imidazolyl)propyl]phenoxymethyl]-5-methyloxazole. The yield was 38%. Recrystallization from ethyl acetate-hexane gave colorless prisms, mp 142-143° C. RXN SMILES: [OH:1][C:2]1[CH:7]=[CH:6][C:5]([CH2:8][CH2:9][CH2:10][N:11]2[CH:15]=[CH:14][N:13]=[CH:12]2)=[CH:4][CH:3]=1.[S:16]1[C:20]([C:21]2[O:22][C:23]([CH3:28])=[C:24]([CH2:26]Cl)[N:25]=2)=[CH:19][C:18]2[CH:29]=[CH:30][CH:31]=[CH:32][C:17]1=2>>[S:16]1[C:20]([C:21]2[O:22][C:23]([CH3:28])=[C:24]([CH2:26][O:1][C:2]3[CH:7]=[CH:6][C:5]([CH2:8][CH2:9][CH2:10][N:11]4[CH:15]=[CH:14][N:13]=[CH:12]4)=[CH:4][CH:3]=3)[N:25]=2)=[CH:19][C:18]2[CH:29]=[CH:30][CH:31]=[CH:32][C:17]1=2.